Dataset: the Open Reaction Database (ORD), a public repository of structured organic reaction records. Task: describe an organic reaction: reactants, conditions, products, and yield Starting materials: O=C([O-])O, CC[SiH](CC)CC, CC#N, COC(c1cccc([N+](=O)[O-])c1)c1c[nH]c2ncc(-c3cccnc3)cc12, [Na+], O=C(O)C(F)(F)F. The product is O=[N+]([O-])c1cccc(Cc2c[nH]c3ncc(-c4cccnc4)cc23)c1. RXN SMILES: [C:42](=[O:43])([OH:44])[O-:45].[CH2:35]([SiH:36]([CH2:37][CH3:38])[CH2:39][CH3:40])[CH3:41].[CH3:47][C:48]#[N:49].[N+:1](=[O:2])([O-:3])[c:4]1[cH:5][c:6]([CH:10]([c:11]2[cH:12][nH:13][c:14]3[n:15][cH:16][c:17](-[c:20]4[cH:21][n:22][cH:23][cH:24][cH:25]4)[cH:18][c:19]23)[O:26][CH3:27])[cH:7][cH:8][cH:9]1.[Na+:46].[OH:28][C:29]([C:30]([F:31])([F:32])[F:33])=[O:34]>>[N+:1](=[O:2])([O-:3])[c:4]1[cH:5][c:6]([CH2:10][c:11]2[cH:12][nH:13][c:14]3[n:15][cH:16][c:17](-[c:20]4[cH:21][n:22][cH:23][cH:24][cH:25]4)[cH:18][c:19]23)[cH:7][cH:8][cH:9]1. Reactants: BrCCOC1CCCCO1, CC(C)(C)OC(=O)N1CCC2(CC1)CC(=O)NC2=O, O=C([O-])[O-], [K+], [K+], CN(C)C=O. Product: CC(C)(C)OC(=O)N1CCC2(CC1)CC(=O)N(CCOC1CCCCO1)C2=O. As a reaction SMILES: [Br:20][CH2:21][CH2:22][O:23][CH:24]1[O:25][CH2:26][CH2:27][CH2:28][CH2:29]1.[C:1]([CH3:2])([CH3:3])([CH3:4])[O:5][C:6](=[O:7])[N:8]1[CH2:9][CH2:10][C:11]2([CH2:12][C:13](=[O:17])[NH:14][C:15]2=[O:16])[CH2:18][CH2:19]1.[C:30](=[O:31])([O-:32])[O-:33].[K+:34].[K+:35].[O:36]=[CH:37][N:38]([CH3:39])[CH3:40]>>[C:1]([CH3:2])([CH3:3])([CH3:4])[O:5][C:6](=[O:7])[N:8]1[CH2:9][CH2:10][C:11]2([CH2:12][C:13](=[O:17])[N:14]([CH2:21][CH2:22][O:23][CH:24]3[O:25][CH2:26][CH2:27][CH2:28][CH2:29]3)[C:15]2=[O:16])[CH2:18][CH2:19]1. Yield: 88.0%. Reported procedure: The title compound was prepared from methyl 4-hydroxybenzoate and 2-chloromethylquinoline using methods as described in the literature for similar compounds (Musser et al., 1990) in 88% yield. Reaction SMILES: [OH:1][C:2]1[CH:11]=[CH:10][C:5]([C:6]([O:8][CH3:9])=[O:7])=[CH:4][CH:3]=1.Cl[CH2:13][C:14]1[CH:23]=[CH:22][C:21]2[C:16](=[CH:17][CH:18]=[CH:19][CH:20]=2)[N:15]=1>>[N:15]1[C:16]2[C:21](=[CH:20][CH:19]=[CH:18][CH:17]=2)[CH:22]=[CH:23][C:14]=1[CH2:13][O:1][C:2]1[CH:3]=[CH:4][C:5]([C:6]([O:8][CH3:9])=[O:7])=[CH:10][CH:11]=1. The product is N1=C(C=CC2=CC=CC=C12)COC1=CC=C(C(=O)OC)C=C1 (Methyl 4-(2-quinolinylmethoxy)benzoate). Starting materials: OC1=CC=C(C(=O)OC)C=C1 (methyl 4-hydroxybenzoate), ClCC1=NC2=CC=CC=C2C=C1 (2-chloromethylquinoline).